From a dataset of the Open Reaction Database (ORD), a public repository of structured organic reaction records. describe an organic reaction: reactants, conditions, products, and yield The reactants are C1(=CC=CC=C1)C12CNCC2C1 (1-phenyl-3-azabicyclo[3.1.0]hexane), C(C)(=O)OC(C)=O (acetic anhydride). The solvent is CCOCC (ether), C(Cl)Cl (methylene chloride), N1=CC=CC=C1 (pyridine). Run at time 8 hour. Product: C(C)(=O)N1CC2(CC2C1)C1=CC=CC=C1 (3-acetyl-1-phenyl-3-azabicyclo[3.1.0]hexane). RXN SMILES: [C:1]1([C:7]23[CH2:12][CH:11]2[CH2:10][NH:9][CH2:8]3)[CH:6]=[CH:5][CH:4]=[CH:3][CH:2]=1.[C:13](OC(=O)C)(=[O:15])[CH3:14]>N1C=CC=CC=1.CCOCC.C(Cl)Cl>[C:13]([N:9]1[CH2:10][CH:11]2[C:7]([C:1]3[CH:2]=[CH:3][CH:4]=[CH:5][CH:6]=3)([CH2:12]2)[CH2:8]1)(=[O:15])[CH3:14]. Procedure: To 15.9 g of 1-phenyl-3-azabicyclo[3.1.0]hexane in 20 ml of pyridine is added 20 ml of acetic anhydride. The mixture is allowed to stand overnight at room temperature and then evaporated to give an oil. This oil is dissolved in a mixture of ether and methylene chloride, washed with dilute hydrochloric acid and then sodium bicarbonate and dried over magnesium sulfate and evaporated to a pale amber liquid. This liquid is crystallized from hexane to give the product 3-acetyl-1-phenyl-3-azabicyclo[3... Reactants: NC1=CC=C2C=CC(=NC2=C1)C (7-amino-2-methylquinoline), C1(=CC=C(C=C1)C(=O)O)C1=CC=CC=C1 (4-biphenylcarboxylic acid). Yields the product CC1=NC2=CC(=CC=C2C=C1)NC(=O)C1=CC=C(C=C1)C1=CC=CC=C1 (N-(2-Methylquinolin-7-yl)-1,1′-biphenyl-4-carboxamide). RXN SMILES: [NH2:1][C:2]1[CH:11]=[C:10]2[C:5]([CH:6]=[CH:7][C:8]([CH3:12])=[N:9]2)=[CH:4][CH:3]=1.[C:13]1([C:22]2[CH:27]=[CH:26][CH:25]=[CH:24][CH:23]=2)[CH:18]=[CH:17][C:16]([C:19](O)=[O:20])=[CH:15][CH:14]=1>>[CH3:12][C:8]1[CH:7]=[CH:6][C:5]2[C:10](=[CH:11][C:2]([NH:1][C:19]([C:16]3[CH:17]=[CH:18][C:13]([C:22]4[CH:23]=[CH:24][CH:25]=[CH:26][CH:27]=4)=[CH:14][CH:15]=3)=[O:20])=[CH:3][CH:4]=2)[N:9]=1. Procedure: Using the procedure outlined in Example 56, the title compound was prepared from 7-amino-2-methylquinoline (D66) (80 mg, 0.51 mmol) and 4-biphenylcarboxylic acid (149 mg, 0.75 mmol) as an off-white solid. 1H NMR (400 MHz, CDCl3) δ (ppm): 8.07 (m, 3H), 8.01 (m, 3H), 7.81 (d, 1H), 7.75 (d, 2H), 7.66 (d, 2H), 7.50 (t, 2H), 7.42 (t, 1H), 7.24 (d, 1H), 2.75 (s, 3H). Reactants: CC1=C(C(=O)OCC)C=CC=C1N1CCNCC1 (ethyl 2-methyl-3-piperazin-1-ylbenzoate), FC(CNC(=O)C1(C2=CC=CC=C2OC=2C=CC=CC12)CCCCBr)(F)F (4-[9-(2,2,2-Trifluoroethylcarbamoyl)-9H-xanthen-9-yl]butyl bromide). Product: C=C1C(C(=O)OCC)C=CC=C1N1CCN(CC1)CCCCC1(C2=CC=CC=C2OC=2C=CC=CC12)C(NCC(F)(F)F)=O (ethyl 2-methyly-3-[4-[4-[9-(2,2,2-trifluoroethylcarbamoyl)-9H-xanthen-9-yl]butyl]piperazin-1-yl]benzoate). Reaction SMILES: [CH3:1][C:2]1[C:12]([N:13]2[CH2:18][CH2:17][NH:16][CH2:15][CH2:14]2)=[CH:11][CH:10]=[CH:9][C:3]=1[C:4]([O:6][CH2:7][CH3:8])=[O:5].[F:19][C:20]([F:45])([F:44])[CH2:21][NH:22][C:23]([C:25]1([CH2:39][CH2:40][CH2:41][CH2:42]Br)[C:38]2[CH:37]=[CH:36][CH:35]=[CH:34][C:33]=2[O:32][C:31]2[C:26]1=[CH:27][CH:28]=[CH:29][CH:30]=2)=[O:24]>>[CH2:1]=[C:2]1[C:12]([N:13]2[CH2:14][CH2:15][N:16]([CH2:42][CH2:41][CH2:40][CH2:39][C:25]3([C:23](=[O:24])[NH:22][CH2:21][C:20]([F:45])([F:19])[F:44])[C:26]4[CH:27]=[CH:28][CH:29]=[CH:30][C:31]=4[O:32][C:33]4[C:38]3=[CH:37][CH:36]=[CH:35][CH:34]=4)[CH2:17][CH2:18]2)=[CH:11][CH:10]=[CH:9][CH:3]1[C:4]([O:6][CH2:7][CH3:8])=[O:5]. Procedure: The procedure of step (b) of Example 1 was repeated, except that the compound prepared in step (a) of Example 53 and the compound prepared in step (a) of Example 96 were used as the starting compounds. Thus, ethyl 2-methyly-3-[4-[4-[9-(2,2,2-trifluoroethylcarbamoyl)-9H-xanthen-9-yl]butyl]piperazin-1-yl]benzoate was obtained. The reactants are NC(=O)c1ccccc1N, Cl, O=CC(Cl)(Cl)Cl. The product is O=C1NC(C(Cl)(Cl)Cl)Nc2ccccc21. As a reaction SMILES: [C:2]([c:3]1[c:4]([NH2:5])[cH:6][cH:7][cH:8][cH:9]1)(=[O:10])[NH2:11].[ClH:1].[O:12]=[CH:13][C:14]([Cl:15])([Cl:16])[Cl:17]>>[C:2]1(=[O:10])[c:3]2[c:4]([cH:6][cH:7][cH:8][cH:9]2)[NH:5][CH:13]([C:14]([Cl:15])([Cl:16])[Cl:17])[NH:11]1. Starting materials: CCO, CCCCC1CCC(Oc2ccc3cc(C4(C)COC(=O)N4)ccc3c2C(F)(F)F)CC1, [Li+], [OH-], O. Yields the product CCCCC1CCC(Oc2ccc3cc(C(C)(N)CO)ccc3c2C(F)(F)F)CC1. RXN SMILES: [CH3:35][CH2:36][OH:37].[F:1][C:2]([c:3]1[c:4]2[cH:5][cH:6][c:7]([C:24]3([CH3:30])[NH:25][C:26](=[O:29])[O:27][CH2:28]3)[cH:8][c:9]2[cH:10][cH:11][c:12]1[O:13][CH:14]1[CH2:15][CH2:16][CH:17]([CH2:20][CH2:21][CH2:22][CH3:23])[CH2:18][CH2:19]1)([F:31])[F:32].[Li+:33].[OH-:34].[OH2:38]>>[F:1][C:2]([c:3]1[c:4]2[cH:5][cH:6][c:7]([C:24]([NH2:25])([CH2:28][OH:27])[CH3:30])[cH:8][c:9]2[cH:10][cH:11][c:12]1[O:13][CH:14]1[CH2:15][CH2:16][CH:17]([CH2:20][CH2:21][CH2:22][CH3:23])[CH2:18][CH2:19]1)([F:31])[F:32]. The reactants are CN, CCOC(C)=O, CC(C)O, COc1ccc(N(C)c2nc(Cl)nc3ccccc23)cc1, Cl, O. Yields the product CCOCN(C)c1nc(N(C)c2ccc(OC)cc2)c2ccccc2n1. Reaction SMILES: [CH3:23][NH2:24].[CH3:25][CH2:26][O:27][C:28](=[O:29])[CH3:30].[CH3:31][CH:32]([OH:33])[CH3:34].[Cl:2][c:3]1[n:4][c:5]2[cH:6][cH:7][cH:8][cH:9][c:10]2[c:11]([N:13]([CH3:14])[c:15]2[cH:16][cH:17][c:18]([O:21][CH3:22])[cH:19][cH:20]2)[n:12]1.[ClH:1].[OH2:35]>>[c:3]1([N:24]([CH3:23])[CH2:28][O:27][CH2:26][CH3:25])[n:4][c:5]2[cH:6][cH:7][cH:8][cH:9][c:10]2[c:11]([N:13]([CH3:14])[c:15]2[cH:16][cH:17][c:18]([O:21][CH3:22])[cH:19][cH:20]2)[n:12]1. Reactants: CCN(C(C)C)C(C)C (DIEA), N1CCC(CC1)[C@@H]1[C@@H](C1)CCO (2-((1S,2R)-2-(piperidin-4-yl)cyclopropyl)ethanol), N1CCC(CC1)[C@@H]1[C@@H](C1)CCO (2-((1S,2R)-2-(piperidin-4-yl)cyclopropyl)ethanol), BrC1=NN2C(N=CC=C2)=N1 (2-bromo[1,2,4]triazolo[1,5-a]pyrimidine), N1CCC(CC1)[C@@H]1[C@@H](C1)CCO (2-((1S,2R)-2-(piperidin-4-yl)cyclopropyl)ethanol). Run in C(C)O (ethanol). Reaction conditions: temperature 120 celsius. Product: N1=C(N=C2N1C=CC=N2)N2CCC(CC2)[C@@H]2[C@@H](C2)CCO (2-[(1S,2R)-2-(1-[1,2,4]triazolo[1,5-a]pyrimidin-2-ylpiperidin-4-yl)cyclopropyl]ethanol). Reaction SMILES: [NH:1]1[CH2:6][CH2:5][CH:4]([C@H:7]2[CH2:9][C@H:8]2[CH2:10][CH2:11][OH:12])[CH2:3][CH2:2]1.Br[C:14]1[N:22]=[C:17]2[N:18]=[CH:19][CH:20]=[CH:21][N:16]2[N:15]=1.CCN(C(C)C)C(C)C>C(O)C>[N:15]1[N:16]2[CH:21]=[CH:20][CH:19]=[N:18][C:17]2=[N:22][C:14]=1[N:1]1[CH2:6][CH2:5][CH:4]([C@H:7]2[CH2:9][C@H:8]2[CH2:10][CH2:11][OH:12])[CH2:3][CH2:2]1. Procedure details: To a mixture of 2-((1S,2R)-2-(piperidin-4-yl)cyclopropyl)ethanol (Intermediate 11; 70 mg, 0.4 mmol) and 2-bromo[1,2,4]triazolo[1,5-a]pyrimidine (9 mg, 0.496 mmol) in ethanol (2 mL) was added DIEA (0.22 mL, 1.21 mmol) and the resulting mixture heated via microwave to 120° C. for 1 hr. HPLC of the reaction mixture proved the reaction was complete with the absence of Intermediate 11. The mixture was filtered (glass wool filter paper, Whatman 1821 110), and washed with ethanol. The filtrate was conc... Reactants: ClC=1C=C(C=O)C=CC1Cl (3,4-dichlorobenzaldehyde), C(CCC)N (butan-1-amine). The product is ClC=1C=C(CNCCCC)C=CC1Cl (N-(3,4-Dichlorobenzyl)butan-1-amine). Isolated yield 53.5%. As a reaction SMILES: [Cl:1][C:2]1[CH:3]=[C:4]([CH:7]=[CH:8][C:9]=1[Cl:10])[CH:5]=O.[CH2:11]([NH2:15])[CH2:12][CH2:13][CH3:14]>>[Cl:1][C:2]1[CH:3]=[C:4]([CH:7]=[CH:8][C:9]=1[Cl:10])[CH2:5][NH:15][CH2:11][CH2:12][CH2:13][CH3:14]. Procedure: Following a procedure analogous to that for the synthesis of Example 106, 3,4-dichlorobenzaldehyde (10.0 g, 57.1 mmol) and butan-1-amine (4.18 g, 57.1 mmol) were converted to the title compound (7.09 g, 53%). 1H NMR (CDCl3) δ 7.45 (d, J=2.0 Hz, 1H), 7.40 (d, J=8.1 Hz, 1H), 7.19 (dd, J=2.0, 8.1 Hz, 1H), 3.79 (s, 2H), 2.68-2.59 (m, 2H), 1.59-1.45 (m, 2H), 1.36 (qd, J=7.3, 15.0 Hz, 2H), 0.92 (t, J=7.4 Hz, 3H); MS (ESI+) m/z 232.1 (M+H)+. Starting materials: C1CCOC1, CCO, ONC1CC(c2ccc(F)cc2)C1, CCOC(=O)CN=C=O. Yields the product CCOC(=O)CNC(=O)N(O)C1CC(c2ccc(F)cc2)C1. RXN SMILES: [CH2:26]1[O:27][CH2:28][CH2:29][CH2:30]1.[CH3:23][CH2:24][OH:25].[F:1][c:2]1[cH:3][cH:4][c:5]([CH:8]2[CH2:9][CH:10]([NH:12][OH:13])[CH2:11]2)[cH:6][cH:7]1.[N:14](=[C:15]=[O:16])[CH2:17][C:18](=[O:19])[O:20][CH2:21][CH3:22]>>[F:1][c:2]1[cH:3][cH:4][c:5]([CH:8]2[CH2:9][CH:10]([N:12]([OH:13])[C:15]([NH:14][CH2:17][C:18](=[O:19])[O:20][CH2:21][CH3:22])=[O:16])[CH2:11]2)[cH:6][cH:7]1.